Dataset: the Open Reaction Database (ORD), a public repository of structured organic reaction records. Task: describe an organic reaction: reactants, conditions, products, and yield The reactants are C1CCOC1, Cn1ncc(NC(=O)c2nc(-c3c(F)cccc3F)sc2NC(=O)OC(C)(C)C)c1C1CCC(N=[N+]=[N-])CC1, O, c1ccc(P(c2ccccc2)c2ccccc2)cc1. Yields the product Cn1ncc(NC(=O)c2nc(-c3c(F)cccc3F)sc2NC(=O)OC(C)(C)C)c1C1CCC(N)CC1. As a reaction SMILES: [CH2:59]1[O:60][CH2:61][CH2:62][CH2:63]1.[N:1](=[N+:2]=[N-:3])[CH:4]1[CH2:5][CH2:6][CH:7]([c:10]2[c:11]([NH:16][C:17](=[O:18])[c:19]3[n:20][c:21](-[c:32]4[c:33]([F:39])[cH:34][cH:35][cH:36][c:37]4[F:38])[s:22][c:23]3[NH:24][C:25]([O:26][C:27]([CH3:28])([CH3:29])[CH3:30])=[O:31])[cH:12][n:13][n:14]2[CH3:15])[CH2:8][CH2:9]1.[OH2:64].[c:40]1([P:41]([c:42]2[cH:43][cH:44][cH:45][cH:46][cH:47]2)[c:48]2[cH:49][cH:50][cH:51][cH:52][cH:53]2)[cH:54][cH:55][cH:56][cH:57][cH:58]1>>[NH2:1][CH:4]1[CH2:5][CH2:6][CH:7]([c:10]2[c:11]([NH:16][C:17](=[O:18])[c:19]3[n:20][c:21](-[c:32]4[c:33]([F:39])[cH:34][cH:35][cH:36][c:37]4[F:38])[s:22][c:23]3[NH:24][C:25]([O:26][C:27]([CH3:28])([CH3:29])[CH3:30])=[O:31])[cH:12][n:13][n:14]2[CH3:15])[CH2:8][CH2:9]1. The reactants are ClCC=1NC(C2=C(N1)CCOC2)=O (2-chloromethyl-3,5,7,8-tetrahydro-pyrano[4,3-d]pyrimidin-4-one), C1(=CC=CC=C1)[C@@H](C)N ((R)-1-phenyl-ethylamine). The solvent is C(C)O (ethanol). Run at temperature 65 celsius. Product: C1(=CC=CC=C1)[C@@H](C)NCC=1NC(C2=C(N1)CCOC2)=O (2-[((R)-1-phenyl-ethylamino)-methyl]-3,5,7,8-tetrahydro-pyrano[4,3-d]pyrimidin-4-one). Yield: 28.1%. RXN SMILES: Cl[CH2:2][C:3]1[NH:4][C:5](=[O:13])[C:6]2[CH2:12][O:11][CH2:10][CH2:9][C:7]=2[N:8]=1.[C:14]1([C@H:20]([NH2:22])[CH3:21])[CH:19]=[CH:18][CH:17]=[CH:16][CH:15]=1>C(O)C>[C:14]1([C@H:20]([NH:22][CH2:2][C:3]2[NH:4][C:5](=[O:13])[C:6]3[CH2:12][O:11][CH2:10][CH2:9][C:7]=3[N:8]=2)[CH3:21])[CH:19]=[CH:18][CH:17]=[CH:16][CH:15]=1. Reported procedure: To 2-chloromethyl-3,5,7,8-tetrahydro-pyrano[4,3-d]pyrimidin-4-one (50 mg, 0.249 mmol) in ethanol (2 mL) was added (R)-1-phenyl-ethylamine (66 mg, 0.545 mmol, 2 eq) and the solution was heated at 65° C. for 15 h. The cooled solution was concentrated under vacuum and the resulting oil was taken up in methanol, added to a strong cation exchange (SCX) column and washed with methanol (50 mL). The product was eluted with 1 N ammonia in methanol (50 mL) and concentrated under vacuum. The crude product ... The reactants are C(C)(=O)OCC=1C(=NC=CC1B1OC(C(O1)(C)C)(C)C)N1C(C2=CC=3CC(CC3N2CC1)(C)C)=O ((2-{4,4-dimethyl-9-oxo-1,10-diazatricyclo[6.4.0.02,6]dodeca-2(6),7-dien-10-yl}-4-(tetramethyl-1,3,2-dioxaborolan-2-yl)pyridin-3-yl)methyl acetate), BrC=1C=C(C(N(C1)C)=O)NC1=NN(C=C1)C (5-Bromo-1-methyl-3-(1-methyl-1H-pyrazol-3-ylamino)pyridin-2(1H)-one), [O-]P(=O)([O-])[O-].[K+].[K+].[K+] (K3PO4), C(C)(=O)[O-].[Na+] (sodium acetate). As a reaction SMILES: [C:1]([O:4][CH2:5][C:6]1[C:7]([N:21]2[CH2:32][CH2:31][N:30]3[C:23](=[CH:24][C:25]4[CH2:26][C:27]([CH3:34])([CH3:33])[CH2:28][C:29]=43)[C:22]2=[O:35])=[N:8][CH:9]=[CH:10][C:11]=1B1OC(C)(C)C(C)(C)O1)(=[O:3])[CH3:2].Br[C:37]1[CH:38]=[C:39]([NH:45][C:46]2[CH:50]=[CH:49][N:48]([CH3:51])[N:47]=2)[C:40](=[O:44])[N:41]([CH3:43])[CH:42]=1.[O-]P([O-])([O-])=O.[K+].[K+].[K+].C([O-])(=O)C.[Na+]>C1C=CC(P(C2C=CC=CC=2)[C-]2C=CC=C2)=CC=1.C1C=CC(P(C2C=CC=CC=2)[C-]2C=CC=C2)=CC=1.Cl[Pd]Cl.[Fe+2].C(#N)C.O>[C:1]([O:4][CH2:5][C:6]1[C:7]([N:21]2[CH2:32][CH2:31][N:30]3[C:23](=[CH:24][C:25]4[CH2:26][C:27]([CH3:33])([CH3:34])[CH2:28][C:29]=43)[C:22]2=[O:35])=[N:8][CH:9]=[CH:10][C:11]=1[C:37]1[CH:38]=[C:39]([NH:45][C:46]2[CH:50]=[CH:49][N:48]([CH3:51])[N:47]=2)[C:40](=[O:44])[N:41]([CH3:43])[CH:42]=1)(=[O:3])[CH3:2] |f:2.3.4.5,6.7,8.9.10.11,12.13|. Conditions: temperature 100 celsius. The solvent is C(C)#N.O (acetonitrile water). Yields the product C(C)(=O)OCC=1C(=NC=CC1C1=CN(C(C(=C1)NC1=NN(C=C1)C)=O)C)N1C(C2=CC=3CC(CC3N2CC1)(C)C)=O ((2-{4,4-Dimethyl-9-oxo-1,10-diazatricyclo[6.4.0.02,6]dodeca-2(6),7-dien-10-yl}-4-{1-methyl-5-[(1-methyl-1H-pyrazol-3-yl)amino]-6-oxo-1,6-dihydropyridin-3-yl}pyridin-3-yl)methyl Acetate). Reagents/catalysts: C1=CC=C(C=C1)P([C-]2C=CC=C2)C3=CC=CC=C3.C1=CC=C(C=C1)P([C-]2C=CC=C2)C3=CC=CC=C3.Cl[Pd]Cl.[Fe+2] (1,1′-bis(diphenylphosphino)ferrocenedichloropalladium(II)). Reported procedure: A 50-mL single-neck round-bottomed flask equipped with a magnetic stirrer and a reflux condenser was charged with {3-[(acetyloxy)methyl]-2-{4,4-dimethyl-9-oxo-1,10-diazatri-cyclo[6.4.0.02,6]dodeca-2(6),7-dien-10-yl}pyridin-4-yl}boronic acid 199e (595 mg, 1.5 mmol), 290a (282 mg, 1.0 mmol), K3PO4 (424 mg, 2.0 mmol), sodium acetate (164 mg, 2.0 mmol), 1,1′-bis(diphenylphosphino)ferrocenedichloropalladium(II) (82 mg, 0.1 mmol), and acetonitrile/water (15/1 mL). After three cycles of vacuum/N2 flush...